Dataset: the Open Reaction Database (ORD), a public repository of structured organic reaction records. Task: describe an organic reaction: reactants, conditions, products, and yield Reactants: C(C)(C)(C)OC(=O)N(C=1SC(=CN1)C=1C=C(C=2N(C1)C=C(N2)C(=O)OCC)C2=CC=CC=C2)C(C)C (ethyl 6-(2-(tert-butoxycarbonyl-(isopropyl)amino)thiazol-5-yl)-8-phenylimidazo[1,2-a]pyridine-2-carboxylate). Solvent: C(=O)(C(F)(F)F)O (TFA). Yields the product C(C)(C)NC=1SC(=CN1)C=1C=C(C=2N(C1)C=C(N2)C(=O)OCC)C2=CC=CC=C2 (Ethyl 6-(2-(isopropylamino)thiazol-5-yl)-8-phenylimidazo[1,2-a]pyridine-2-carboxylate). Yield: 83.1%. Reaction SMILES: C(OC([N:8]([CH:34]([CH3:36])[CH3:35])[C:9]1[S:10][C:11]([C:14]2[CH:15]=[C:16]([C:28]3[CH:33]=[CH:32][CH:31]=[CH:30][CH:29]=3)[C:17]3[N:18]([CH:20]=[C:21]([C:23]([O:25][CH2:26][CH3:27])=[O:24])[N:22]=3)[CH:19]=2)=[CH:12][N:13]=1)=O)(C)(C)C>C(O)(C(F)(F)F)=O>[CH:34]([NH:8][C:9]1[S:10][C:11]([C:14]2[CH:15]=[C:16]([C:28]3[CH:29]=[CH:30][CH:31]=[CH:32][CH:33]=3)[C:17]3[N:18]([CH:20]=[C:21]([C:23]([O:25][CH2:26][CH3:27])=[O:24])[N:22]=3)[CH:19]=2)=[CH:12][N:13]=1)([CH3:35])[CH3:36]. Procedure details: A solution of ethyl 6-(2-(tert-butoxycarbonyl-(isopropyl)amino)thiazol-5-yl)-8-phenylimidazo[1,2-a]pyridine-2-carboxylate (75 mg) in 4 ml of TFA was stirred at room temperature for 2 hours. The solvent was evaporated and the residue was purified by column chromatography on silica gel using ethyl acetate/hexane (50-100%) as eluent to give 50 mg of Ethyl 6-(2-(isopropylamino)thiazol-5-yl)-8-phenylimidazo[1,2-a]pyridine-2-carboxylate as a light yellow solid. LCMS (Conditions C): 2.90 min (RT); (M+H... As a reaction SMILES: [OH-].[Na+].Cl.[CH3:4][C:5]1[CH:10]=[CH:9][CH:8]=[CH:7][C:6]=1[CH:11]([CH2:16][C:17]([OH:19])=[O:18])[CH2:12][C:13]([OH:15])=O>C(Cl)(=O)C.ClCCl>[CH3:4][C:5]1[CH:10]=[CH:9][CH:8]=[CH:7][C:6]=1[CH:11]1[CH2:12][C:13](=[O:15])[O:19][C:17](=[O:18])[CH2:16]1 |f:0.1|. Conditions: time 12 hour. Reported procedure: To a solution of commercial 2-methylbenzaldehyde (18 g) and ethyl acetoacetate (39 g) in ethanol (30 ml) piperidine (3 ml) was added with stirring at rt. The mixture was kept at rt for 2 d. The precipitate was collected by suction filtration, washed with ethanol, and dried in vacuo to give 25.66 g of a yellowish solid (the bis-adduct of acetoacetate to the benzaldehyde). The powdered solid was added in portions to 40% NaOH (300 g) with stirring. The resulting yellow slurry was stirred at reflux ... The reactants are [OH-].[Na+] (NaOH), petrol ether, Cl (HCl), CC1=C(C=CC=C1)C(CC(=O)O)CC(=O)O (3-(2-methylphenyl)glutaric acid). Product: CC1=C(C=CC=C1)C1CC(=O)OC(C1)=O (3-(2-methylphenyl)glutaric anhydride). Run in C(C)(=O)Cl (acetyl chloride), ClCCl (dichloromethane).